This data is from the Open Reaction Database (ORD), a public repository of structured organic reaction records. The task is: describe an organic reaction: reactants, conditions, products, and yield Starting materials: Cl (Hydrochloric acid), CC(CC1=C(C=CC(=N1)CO)C1=C(C=CC(=C1)OC)F)(C)C ((6-(2,2-dimethylpropyl)-5-(2-fluoro-5-methoxyphenyl)pyridin-2-yl)methanol), ClC1=CC(=NC(=N1)OC)C=CC(=O)OC (methyl 3-(6-chloro-2-methoxypyrimidin-4-yl)acrylate), [H-].[Na+] (sodium hydride). Run in C1CCOC1 (THF). Run at temperature 50 celsius, time 2 hour. Product: CC(CC1=C(C=CC(=N1)COC1=CC(=NC(=N1)OC)C=CC(=O)O)C1=C(C=CC(=C1)OC)F)(C)C (3-(6-((6-(2,2-dimethylpropyl)-5-(2-fluoro-5-methoxyphenyl)pyridin-2-yl)methoxy)-2-methoxypyrimidin-4-yl)acrylic acid). Isolated yield 68.6%. Reaction SMILES: [CH3:1][C:2]([CH3:22])([CH3:21])[CH2:3][C:4]1[N:9]=[C:8]([CH2:10][OH:11])[CH:7]=[CH:6][C:5]=1[C:12]1[CH:17]=[C:16]([O:18][CH3:19])[CH:15]=[CH:14][C:13]=1[F:20].Cl[C:24]1[N:29]=[C:28]([O:30][CH3:31])[N:27]=[C:26]([CH:32]=[CH:33][C:34]([O:36]C)=[O:35])[CH:25]=1.[H-].[Na+].Cl>C1COCC1>[CH3:1][C:2]([CH3:22])([CH3:21])[CH2:3][C:4]1[N:9]=[C:8]([CH2:10][O:11][C:24]2[N:29]=[C:28]([O:30][CH3:31])[N:27]=[C:26]([CH:32]=[CH:33][C:34]([OH:36])=[O:35])[CH:25]=2)[CH:7]=[CH:6][C:5]=1[C:12]1[CH:17]=[C:16]([O:18][CH3:19])[CH:15]=[CH:14][C:13]=1[F:20] |f:2.3|. Reported procedure: To a solution of (6-(2,2-dimethylpropyl)-5-(2-fluoro-5-methoxyphenyl)pyridin-2-yl)methanol (480 mg) and methyl 3-(6-chloro-2-methoxypyrimidin-4-yl)acrylate (360 mg) in THF (8.0 mL) was added 60% sodium hydride (128 mg) at 0° C., and the mixture was stirred at 50° C. for 2 hr. 1N Hydrochloric acid was added to the reaction mixture, and the mixture was extracted with ethyl acetate. The extract was washed with saturated brine, and dried over anhydrous sodium sulfate. The solvent was evaporated unde... Starting materials: [BH4-], CCN, C1CCOC1, CN(C)CCCS(=O)(=O)N1CCC(c2c[nH]c3c(C(N)=O)cc(-c4cccc(C=O)c4)cc23)CC1, CO, ClCCl, [Na+]. Product: CCNCc1cccc(-c2cc(C(N)=O)c3[nH]cc(C4CCN(S(=O)(=O)CCCN(C)C)CC4)c3c2)c1. Reaction SMILES: [BH4-:44].[CH2:36]([CH3:37])[NH2:38].[CH2:39]1[O:40][CH2:41][CH2:42][CH2:43]1.[CH3:1][N:2]([CH2:3][CH2:4][CH2:5][S:6](=[O:7])(=[O:8])[N:9]1[CH2:10][CH2:11][CH:12]([c:15]2[cH:16][nH:17][c:18]3[c:19]([C:32](=[O:33])[NH2:34])[cH:20][c:21](-[c:24]4[cH:25][c:26]([CH:30]=[O:31])[cH:27][cH:28][cH:29]4)[cH:22][c:23]23)[CH2:13][CH2:14]1)[CH3:35].[CH3:46][OH:47].[Cl:48][CH2:49][Cl:50].[Na+:45]>>[CH3:1][N:2]([CH2:3][CH2:4][CH2:5][S:6](=[O:7])(=[O:8])[N:9]1[CH2:10][CH2:11][CH:12]([c:15]2[cH:16][nH:17][c:18]3[c:19]([C:32](=[O:33])[NH2:34])[cH:20][c:21](-[c:24]4[cH:25][c:26]([CH2:30][NH:38][CH2:36][CH3:37])[cH:27][cH:28][cH:29]4)[cH:22][c:23]23)[CH2:13][CH2:14]1)[CH3:35].